This data is from the Open Reaction Database (ORD), a public repository of structured organic reaction records. The task is: describe an organic reaction: reactants, conditions, products, and yield The reactants are CC1NCC2=CC(=CC=C2C1)[N+](=O)[O-] (3-Methyl-7-nitro-1,2,3,4-tetrahydroisoquinoline). Run in CO (MeOH), Pd-. Yields the product CC1NCC2=CC(=CC=C2C1)N (3-Methyl-7-amino-1,2,3,4-tetrahydroisoquinoline). Reaction SMILES: [CH3:1][CH:2]1[CH2:11][C:10]2[C:5](=[CH:6][C:7]([N+:12]([O-])=O)=[CH:8][CH:9]=2)[CH2:4][NH:3]1>CO>[CH3:1][CH:2]1[CH2:11][C:10]2[C:5](=[CH:6][C:7]([NH2:12])=[CH:8][CH:9]=2)[CH2:4][NH:3]1. Procedure details: 3-Methyl-7-nitro-1,2,3,4-tetrahydroisoquinoline (3.0 g, 13.1 mmol) was dissolved in MeOH (100 ml) and hydrogenated at 50 psi in the presence of a catalytic quantity of 10% Pd--C. After 1 h the mixture was filtered through glass and evaporated to an oil which was used immediately in the next reaction.